This data is from the Open Reaction Database (ORD), a public repository of structured organic reaction records. The task is: describe an organic reaction: reactants, conditions, products, and yield Reactants: BrC=1C=NC(=NC1)NC1=CC=C(C=C1)OC(=O)N1CCN(CC1)C (4-methyl-piperazine-1-carboxylic acid 4-(5-bromo-pyrimidin-2-ylamino)-phenyl ester), COC1=CC=C(C=C1)B(O)O (4-methoxy phenyl boronic acid), C(=O)([O-])[O-].[K+].[K+] (K2CO3), COC1=CC=C(C=C1)C=1C=NC(=NC1)NC1=CC=C(C=C1)OC(=O)N1CCN(CC1)C (4-Methyl-piperazine-1-carboxylic acid 4-[5-(4-methoxy-phenyl)-pyrimidin-2-ylamino]-phenyl ester). The reagents and catalysts are C=1C=CC(=CC1)[P](C=2C=CC=CC2)(C=3C=CC=CC3)[Pd]([P](C=4C=CC=CC4)(C=5C=CC=CC5)C=6C=CC=CC6)([P](C=7C=CC=CC7)(C=8C=CC=CC8)C=9C=CC=CC9)[P](C=1C=CC=CC1)(C=1C=CC=CC1)C=1C=CC=CC1 (Pd(PPh3)4). The solvent is O (H2O), COCCOC (DME), ClCCl (dichloromethane). Yields the product [NH4+].[OH-] (NH4OH), COC1=CC=C(C=C1)C=1C=NC(=NC1)NC1=CC=C(C=C1)OC(=O)N1CCN(CC1)C (4-methyl-piperazine-1-carboxylic acid 4-[5-(4-methoxy-phenyl)-pyrimidin-2-ylamino]-phenyl ester). Isolated yield 86.0%. RXN SMILES: [CH3:1][O:2][C:3]1[CH:8]=[CH:7][C:6]([C:9]2[CH:10]=[N:11][C:12]([NH:15][C:16]3[CH:21]=[CH:20][C:19]([O:22][C:23]([N:25]4[CH2:30][CH2:29][N:28]([CH3:31])[CH2:27][CH2:26]4)=[O:24])=[CH:18][CH:17]=3)=[N:13][CH:14]=2)=[CH:5][CH:4]=1.BrC1C=NC(NC2C=CC(OC(N3CCN(C)CC3)=O)=CC=2)=NC=1.COC1C=CC(B(O)O)=CC=1.C([O-])([O-])=O.[K+].[K+]>ClCCl.C1C=CC([P]([Pd]([P](C2C=CC=CC=2)(C2C=CC=CC=2)C2C=CC=CC=2)([P](C2C=CC=CC=2)(C2C=CC=CC=2)C2C=CC=CC=2)[P](C2C=CC=CC=2)(C2C=CC=CC=2)C2C=CC=CC=2)(C2C=CC=CC=2)C2C=CC=CC=2)=CC=1.O.COCCOC>[NH4+:11].[OH-:2].[CH3:1][O:2][C:3]1[CH:4]=[CH:5][C:6]([C:9]2[CH:14]=[N:13][C:12]([NH:15][C:16]3[CH:17]=[CH:18][C:19]([O:22][C:23]([N:25]4[CH2:26][CH2:27][N:28]([CH3:31])[CH2:29][CH2:30]4)=[O:24])=[CH:20][CH:21]=3)=[N:11][CH:10]=2)=[CH:7][CH:8]=1 |f:3.4.5,10.11,^1:79,81,100,119|. Procedure: 4-Methyl-piperazine-1-carboxylic acid 4-[5-(4-methoxy-phenyl)-pyrimidin-2-ylamino]-phenyl ester can be synthesized by the following procedure. A suspension of 4-methyl-piperazine-1-carboxylic acid 4-amino-phenyl ester (0.166 mmol) (from example 3i), 4-methoxy phenyl boronic acid (0.199 mmol), K2CO3 (0.36 mmol) and Pd(PPh3)4 (0.0166 mmol) in a 5:1 mixture of DME:H2O (1.5 mL) is heated at 80° C. for 10 min. The reaction mixture is cooled to rt, diluted with dichloromethane, washed with NH4Cl, and ... The reactants are OC1=CC=C(C=CC(=O)O)C=C1 (4-hydroxycinnamic acid), [N+](=[N-])=C (diazomethane). The solvent is CCOC(=O)C (EtOAc), CCOCC (Et2O). Yields the product COC(\C=C\C1=CC=C(C=C1)O)=O (E-3-(4-hydroxyphenyl)acrylic acid methyl ester). As a reaction SMILES: [OH:1][C:2]1[CH:12]=[CH:11][C:5]([CH:6]=[CH:7][C:8]([OH:10])=[O:9])=[CH:4][CH:3]=1.[N+](=[CH2:15])=[N-]>CCOC(C)=O.CCOCC>[CH3:15][O:9][C:8](=[O:10])/[CH:7]=[CH:6]/[C:5]1[CH:4]=[CH:3][C:2]([OH:1])=[CH:12][CH:11]=1. Procedure: To a solution of 4-hydroxycinnamic acid (0.407 g, 2.48 mmol) in EtOAc, a solution of diazomethane in Et2O was added until the yellow color persisted. Excess diazomethane was quenched by the addition of AcOH and the reaction mixture was evaporated to dryness. The residue was dissolved in EtOAc and washed with 10% aqueous HCl, saturated NaHCO3 and brine. The organic layer was dried over anhydrous MgSO4 and evaporated to dryness. The residue was purified by flash column chromatography, using a grad... The reactants are ClC1=C(N)C(=CC=C1)Cl (2,6-dichloroaniline), C(C)(=O)N1N=C(N=C1N)S(=O)(=O)Cl (1-acetyl-5-amino-1,2,4-triazole-3-sulphonyl chloride). Solvent: N1=CC=CC=C1 (pyridine). Run at temperature 60 celsius, time 12 hour. The product is C(C)(=O)N1N=C(N=C1N)S(=O)(=O)NC1=C(C=CC=C1Cl)Cl (1-Acetyl-5-amino-N-(2,6-dichlorophenyl)-1,2,4-triazole-3-sulphonamide). RXN SMILES: [Cl:1][C:2]1[CH:8]=[CH:7][CH:6]=[C:5]([Cl:9])[C:3]=1[NH2:4].[C:10]([N:13]1[C:17]([NH2:18])=[N:16][C:15]([S:19](Cl)(=[O:21])=[O:20])=[N:14]1)(=[O:12])[CH3:11]>N1C=CC=CC=1>[C:10]([N:13]1[C:17]([NH2:18])=[N:16][C:15]([S:19]([NH:4][C:3]2[C:2]([Cl:1])=[CH:8][CH:7]=[CH:6][C:5]=2[Cl:9])(=[O:20])=[O:21])=[N:14]1)(=[O:12])[CH3:11]. Procedure details: 42.63 g (0.26 mol) 2,6-dichloroaniline in 350 ml pyridine was treated with 54 g (0.24 mol) of 1-acetyl-5-amino-1,2,4-triazole-3-sulphonyl chloride and stirred at 60° C. for 12 hours. After cooling, the crystals were separated, washed with a small amount of pyridine and ether and dried in vacuo. The reactants are [N+](=O)(O)[O-] (nitric acid), C(C)OC=1C=C(C(=O)OC)C=CC1OC (methyl 3-ethoxy-4-methoxybenzoate), ice water. Run in C(C)(=O)O (acetic acid). Run at temperature 25 celsius, time 45 minute. The product is C(C)OC=1C(=CC(=C(C(=O)OC)C1)[N+](=O)[O-])OC (Methyl 5-Ethoxy-4-methoxy-2-nitrobenzoate). RXN SMILES: [CH2:1]([O:3][C:4]1[CH:5]=[C:6]([CH:11]=[CH:12][C:13]=1[O:14][CH3:15])[C:7]([O:9][CH3:10])=[O:8])[CH3:2].[N+:16]([O-])([OH:18])=[O:17]>C(O)(=O)C>[CH2:1]([O:3][C:4]1[C:13]([O:14][CH3:15])=[CH:12][C:11]([N+:16]([O-:18])=[O:17])=[C:6]([CH:5]=1)[C:7]([O:9][CH3:10])=[O:8])[CH3:2]. Reported procedure: A mixture of 15.0 g (74.1 mmol) of methyl 3-ethoxy-4-methoxybenzoate in 45 mL of acetic acid was treated with 15 mL of conc nitric acid dropwise over 12 min. The reaction was kept at 55° C. for 45 min, cooled to 25° C. and poured into ice water. The product was extracted into methylene chloride and the extracts were washed with water and μl sodium hydroxide, dried and evaporated. The yield was 17.8 g of methyl 5-ethoxy-4-methoxy-2-nitrobenzoate as yellow crystals: mass spectrum (electrospray, m/... Reactants: FC(C1=NC(=C2N1CCNC2)C(=O)[O-])(F)F (3-(trifluoromethyl)-5,6,7,8-tetrahydroimidazo[1,5-a]pyrazine-1-carboxylate), [OH-].[NH4+] (ammonium hydroxide). Reaction conditions: temperature 100 celsius. The product is FC(C1=NC(=C2N1CCNC2)C(=O)N)(F)F (3-(trifluoromethyl)-5,6,7,8-tetrahydroimidazo[1,5-a]pyrazine-1-carboxamide). RXN SMILES: [F:1][C:2]([F:16])([F:15])[C:3]1[N:7]2[CH2:8][CH2:9][NH:10][CH2:11][C:6]2=[C:5]([C:12]([O-])=[O:13])[N:4]=1.[OH-].[NH4+:18]>>[F:1][C:2]([F:16])([F:15])[C:3]1[N:7]2[CH2:8][CH2:9][NH:10][CH2:11][C:6]2=[C:5]([C:12]([NH2:18])=[O:13])[N:4]=1 |f:1.2|. Procedure: Methyl 3-(trifluoromethyl)-5,6,7,8-tetrahydroimidazo[1,5-a]pyrazine-1-carboxylate 3b (250 mg, 1 mmol) and 10 mL of ammonium hydroxide were added in a 20 mL sealed tube. The reaction mixture was heated to 100° C. and reacted for 3 hours. The reaction mixture was concentrated under reduced pressure to obtain crude 3-(trifluoromethyl)-5,6,7,8-tetrahydroimidazo[1,5-a]pyrazine-1-carboxamide 10a (240 mg) as a white solid. The product was used directly in the next reaction without purification. Reactants: CC(=O)O, COC(=O)c1cn2c3c(c(F)c(Cl)cc3c1=O)CCN2C, Cl, O. Yields the product CN1CCc2c(F)c(Cl)cc3c(=O)c(C(=O)O)cn1c23. Reaction SMILES: [CH3:23][C:24](=[O:25])[OH:26].[Cl:1][c:2]1[c:3]([F:21])[c:4]2[c:9]3[n:8]([cH:14][c:13]([C:15](=[O:16])[O:17][CH3:18])[c:12](=[O:19])[c:10]3[cH:11]1)[N:7]([CH3:20])[CH2:6][CH2:5]2.[ClH:22].[OH2:27]>>[Cl:1][c:2]1[c:3]([F:21])[c:4]2[c:9]3[n:8]([cH:14][c:13]([C:15](=[O:16])[OH:17])[c:12](=[O:19])[c:10]3[cH:11]1)[N:7]([CH3:20])[CH2:6][CH2:5]2. Starting materials: CC1=C(C=CC(=C1)N(C)C)C(=O)C1=C(C(=O)O)C=CC=C1 (2-(2-methyl-4-dimethylaminophenyl)carbonylbenzoic acid), C(C)OCCN1C(=CC2=CC=CC=C12)C (1-(2-ethoxyethyl)-2-methylindole), C(C)(=O)OC(C)=O (acetic anhydride), [OH-].[NH4+] (ammonium hydroxide). Run in C1(=CC=CC=C1)C (toluene). Conditions: temperature 70 celsius. Yields the product C(C)OCCN1C(=C(C2=CC=CC=C12)C1(OC(=O)C2=CC=CC=C12)C1=C(C=C(C=C1)N(C)C)C)C (3-[1-(2-ethoxyethyl)-2-methylindol-3-yl]-3-(2-methyl-4-dimethylaminophenyl)phthalide). Isolated yield 37.1%. RXN SMILES: [CH3:1][C:2]1[CH:7]=[C:6]([N:8]([CH3:10])[CH3:9])[CH:5]=[CH:4][C:3]=1[C:11]([C:13]1[CH:21]=[CH:20][CH:19]=[CH:18][C:14]=1[C:15]([OH:17])=[O:16])=O.[CH2:22]([O:24][CH2:25][CH2:26][N:27]1[C:35]2[C:30](=[CH:31][CH:32]=[CH:33][CH:34]=2)[CH:29]=[C:28]1[CH3:36])[CH3:23].C(OC(=O)C)(=O)C.[OH-].[NH4+]>C1(C)C=CC=CC=1>[CH2:22]([O:24][CH2:25][CH2:26][N:27]1[C:35]2[C:30](=[CH:31][CH:32]=[CH:33][CH:34]=2)[C:29]([C:11]2([C:3]3[CH:4]=[CH:5][C:6]([N:8]([CH3:9])[CH3:10])=[CH:7][C:2]=3[CH3:1])[C:13]3[C:14](=[CH:18][CH:19]=[CH:20][CH:21]=3)[C:15](=[O:17])[O:16]2)=[C:28]1[CH3:36])[CH3:23] |f:3.4|. Procedure: A mixture of 14.5 g of 2-(2-methyl-4-dimethylaminophenyl)carbonylbenzoic acid, 11.5 g of 1-(2-ethoxyethyl)-2-methylindole and 40.0 ml acetic anhydride was maintained at approximately 70° C. for approximately four hours. The resulting solution was cooled to ambient temperature and slowly poured into a mixture of toluene and 5 percent aqueous ammonium hydroxide. The toluene layer was separated, washed with water and then with saturated sodium chloride solution. The toluene solution was evaporated ... Reported procedure: In analogy to the procedure described in example 1 f], [rac]-2-ethoxy-3-(4-hydroxy-2-isopropoxy-phenyl)-propionic acid ethyl ester was reacted with 2-(4-tert-butyl-phenyl)-4-chloromethyl-5-methyl-oxazole (prepared from 4-tert-butyl-benzaldehyde and diacetyl monoxyme followed by treatment with POCl3 in analogy to the procedures described in examples 5 a] and 2 b]) in N,N-dimethylformamide in the presence of potassium carbonate to yield [rac]-3-{4-[2-(4-tert-butyl-phenyl)-5-methyl-oxazol-4-ylmetho... Product: C(C)OC(C(CC1=C(C=C(C=C1)OCC=1N=C(OC1C)C1=CC=C(C=C1)C(C)(C)C)OC(C)C)OCC)=O ([rac]-3-{4-[2-(4-tert-butyl-phenyl)-5-methyl-oxazol-4-ylmethoxy]-2-isopropoxy-phenyl}-2-ethoxy-propionic acid ethyl ester). Reaction SMILES: [CH2:1]([O:3][C:4](=[O:21])[CH:5]([O:18][CH2:19][CH3:20])[CH2:6][C:7]1[CH:12]=[CH:11][C:10]([OH:13])=[CH:9][C:8]=1[O:14][CH:15]([CH3:17])[CH3:16])[CH3:2].[C:22]([C:26]1[CH:31]=[CH:30][C:29]([C:32]2[O:33][C:34]([CH3:39])=[C:35]([CH2:37]Cl)[N:36]=2)=[CH:28][CH:27]=1)([CH3:25])([CH3:24])[CH3:23].C(C1C=CC(C=O)=CC=1)(C)(C)C.O=P(Cl)(Cl)Cl.C(=O)([O-])[O-].[K+].[K+]>CN(C)C=O>[CH2:1]([O:3][C:4](=[O:21])[CH:5]([O:18][CH2:19][CH3:20])[CH2:6][C:7]1[CH:12]=[CH:11][C:10]([O:13][CH2:37][C:35]2[N:36]=[C:32]([C:29]3[CH:28]=[CH:27][C:26]([C:22]([CH3:25])([CH3:24])[CH3:23])=[CH:31][CH:30]=3)[O:33][C:34]=2[CH3:39])=[CH:9][C:8]=1[O:14][CH:15]([CH3:16])[CH3:17])[CH3:2] |f:4.5.6|. The solvent is CN(C=O)C (N,N-dimethylformamide). Starting materials: C(C)OC(C(CC1=C(C=C(C=C1)O)OC(C)C)OCC)=O ([rac]-2-ethoxy-3-(4-hydroxy-2-isopropoxy-phenyl)-propionic acid ethyl ester), O=P(Cl)(Cl)Cl (POCl3), C([O-])([O-])=O.[K+].[K+] (potassium carbonate), C(C)(C)(C)C1=CC=C(C=C1)C=1OC(=C(N1)CCl)C (2-(4-tert-butyl-phenyl)-4-chloromethyl-5-methyl-oxazole), C(C)(C)(C)C1=CC=C(C=O)C=C1 (4-tert-butyl-benzaldehyde).